From a dataset of the Open Reaction Database (ORD), a public repository of structured organic reaction records. describe an organic reaction: reactants, conditions, products, and yield The reactants are [Br-], CC(C)(C)c1cc(C=O)ccc1N1CCCCC1, C#C[Mg+]. Product: C#CC(O)c1ccc(N2CCCCC2)c(C(C)(C)C)c1. RXN SMILES: [Br-:19].[C:1]([CH3:2])([CH3:3])([CH3:4])[c:5]1[cH:6][c:7]([CH:8]=[O:9])[cH:10][cH:11][c:12]1[N:13]1[CH2:14][CH2:15][CH2:16][CH2:17][CH2:18]1.[C:20](#[CH:21])[Mg+:22]>>[C:1]([CH3:2])([CH3:3])([CH3:4])[c:5]1[cH:6][c:7]([CH:8]([OH:9])[C:20]#[CH:21])[cH:10][cH:11][c:12]1[N:13]1[CH2:14][CH2:15][CH2:16][CH2:17][CH2:18]1. Reactants: solution, C(CCC)[Li] (butyllithium), CCCCCC (hexane), ClC(CC(C(=O)OC)CC)=C (methyl 4-chloro-2-ethyl-4-pentenoate), C(C)I (ethyl iodide). Solvent: C1CCOC1 (THF), C1CCOC1 (THF). Conditions: time 45 minute. Yields the product ClC(CC(C(=O)OC)(CC)CC)=C (Methyl 4-chloro-2,2-diethyl-4-pentenoate). Reaction SMILES: [CH2:1]([Li])[CH2:2]CC.CCCCCC.[Cl:12][C:13](=[CH2:22])[CH2:14][CH:15]([CH2:20][CH3:21])[C:16]([O:18][CH3:19])=[O:17].C(I)C>C1COCC1>[Cl:12][C:13](=[CH2:22])[CH2:14][C:15]([CH2:1][CH3:2])([CH2:20][CH3:21])[C:16]([O:18][CH3:19])=[O:17]. Reported procedure: (0.80 mL, 5.7 mmol) in THF (5 mL) was added a 1.6M solution of butyllithium in hexane (3.4 mL, 5.4 mmol) over a 5 minute period and stirring was continued for an additional 45 min. Then a solution of methyl 4-chloro-2-ethyl-4-pentenoate (800 mg, 5 mmol) from Example 27, Step A, in THF (2 mL) was added and the reaction was stirred at 0° C. for another 30 minutes. Then ethyl iodide (440 μL, 5.5 mmol) was added and the reaction was allowed to proceed at room temperature for 2 hours. The reaction wa... RXN SMILES: C(OC(C1N(CC2C3C=C(F)C=CC=3SC=2)C2C(C=1C=O)=CC=CC=2)=O)C.C([O:30][C:31]([C:33]1[N:34]([CH2:48][C:49]2[C:50]3[CH:57]=[C:56]([F:58])[CH:55]=[CH:54][C:51]=3[S:52][CH:53]=2)[C:35]2[C:40]([C:41]=1[CH2:42][NH:43][C:44]([O:46][CH3:47])=[O:45])=[CH:39][CH:38]=[CH:37][CH:36]=2)=[O:32])C>>[F:58][C:56]1[CH:55]=[CH:54][C:51]2[S:52][CH:53]=[C:49]([CH2:48][N:34]3[C:35]4[C:40](=[CH:39][CH:38]=[CH:37][CH:36]=4)[C:41]([CH2:42][NH:43][C:44]([O:46][CH3:47])=[O:45])=[C:33]3[C:31]([OH:32])=[O:30])[C:50]=2[CH:57]=1. Procedure details: 1-(5-Fluoro-benzo[b]thiophen-3-ylmethyl)-3-formyl-1H-indole-2-carboxylic acid ethyl ester (from Example 115.1.) was converted to 1-(5-fluoro-benzo[b]thiophen-3-ylmethyl)-3-(methoxycarbonylamino-methyl)-1H-indole-2-carboxylic acid ethyl ester as described in Example 77.1. which was hydrolyzed as described in the general procedure B (Exp. 2.2) to give the title compound as a white solid. MS: 411.3 ([M−H]−). Yields the product FC1=CC2=C(SC=C2CN2C(=C(C3=CC=CC=C23)CNC(=O)OC)C(=O)O)C=C1 (1-(5-Fluoro-benzo[b]thiophen-3-ylmethyl)-3-(methoxycarbonylamino-methyl)-1H-indole-2-carboxylic acid). Starting materials: C(C)OC(=O)C=1N(C2=CC=CC=C2C1C=O)CC=1C2=C(SC1)C=CC(=C2)F (1-(5-Fluoro-benzo[b]thiophen-3-ylmethyl)-3-formyl-1H-indole-2-carboxylic acid ethyl ester), C(C)OC(=O)C=1N(C2=CC=CC=C2C1CNC(=O)OC)CC=1C2=C(SC1)C=CC(=C2)F (1-(5-fluoro-benzo[b]thiophen-3-ylmethyl)-3-(methoxycarbonylamino-methyl)-1H-indole-2-carboxylic acid ethyl ester). The reactants are Cl (HCl), COC(CCNC(C(F)(F)F)C1=CC2=CC=C(C=C2C=C1)OC1CCC(CC1)C(C)(C)C)=O (3-{1-[6-(4-tert-Butyl-cyclohexyloxy)-naphthalen-2-yl]-2,2,2-trifluoro-ethylamino}-propionic acid methyl ester), C(C)O (Ethanol), [OH-].[Na+] (sodium hydroxide), O (Water). Conditions: time 1 hour. Product: C(C)(C)(C)C1CCC(CC1)OC=1C=C2C=CC(=CC2=CC1)C(C(F)(F)F)NCCC(=O)O (3-{1-[6-(4-tert-Butyl-cyclohexyloxy)-naphthalen-2-yl]-2,2,2-trifluoro-ethylamino}-propionic acid). RXN SMILES: C[O:2][C:3](=[O:33])[CH2:4][CH2:5][NH:6][CH:7]([C:12]1[CH:21]=[CH:20][C:19]2[C:14](=[CH:15][CH:16]=[C:17]([O:22][CH:23]3[CH2:28][CH2:27][CH:26]([C:29]([CH3:32])([CH3:31])[CH3:30])[CH2:25][CH2:24]3)[CH:18]=2)[CH:13]=1)[C:8]([F:11])([F:10])[F:9].C(O)C.[OH-].[Na+].O.Cl>>[C:29]([CH:26]1[CH2:27][CH2:28][CH:23]([O:22][C:17]2[CH:18]=[C:19]3[C:14](=[CH:15][CH:16]=2)[CH:13]=[C:12]([CH:7]([NH:6][CH2:5][CH2:4][C:3]([OH:33])=[O:2])[C:8]([F:11])([F:9])[F:10])[CH:21]=[CH:20]3)[CH2:24][CH2:25]1)([CH3:32])([CH3:30])[CH3:31] |f:2.3|. Procedure: 3-{1-[6-(4-tert-Butyl-cyclohexyloxy)-naphthalen-2-yl]-2,2,2-trifluoro-ethylamino}-propionic acid methyl ester (164 mg, 0.352 mmol) was dissolved in Ethanol (2 mL, 40 mmol) then treated with 1 M of sodium hydroxide in Water (2 mL, 2 mmol). The mixture was stirred vigorously for 1 hour. pH was adjust to 3-4 with 6 N HCl and reaction was then extracted three times with EtOAc. Organics were combined then dried over MgSO4, filtered and concentrated to dryness under reduced pressure. Ethyl ether was t... Starting materials: BrCCOC1CCCCO1, O=C([O-])O, CCOC(=O)N1c2ccc(OC)nc2C(Nc2ncc(CO)c(Cc3cc(C(F)(F)F)cc(C(F)(F)F)c3)n2)CC1CC, CN(C)C=O, [H-], [Na+], [Na+]. Yields the product CCOC(=O)N1c2ccc(OC)nc2C(Nc2ncc(COCCOC3CCCCO3)c(Cc3cc(C(F)(F)F)cc(C(F)(F)F)c3)n2)CC1CC. RXN SMILES: [Br:46][CH2:47][CH2:48][O:49][CH:50]1[O:51][CH2:52][CH2:53][CH2:54][CH2:55]1.[C:56](=[O:57])([O-:58])[OH:59].[CH2:1]([CH3:2])[O:3][C:4](=[O:5])[N:6]1[CH:7]([CH2:42][CH3:43])[CH2:8][CH:9]([NH:18][c:19]2[n:20][cH:21][c:22]([CH2:40][OH:41])[c:23]([CH2:25][c:26]3[cH:27][c:28]([C:36]([F:37])([F:38])[F:39])[cH:29][c:30]([C:32]([F:33])([F:34])[F:35])[cH:31]3)[n:24]2)[c:10]2[n:11][c:12]([O:16][CH3:17])[cH:13][cH:14][c:15]21.[CH3:61][N:62]([CH3:63])[CH:64]=[O:65].[H-:44].[Na+:45].[Na+:60]>>[CH2:1]([CH3:2])[O:3][C:4](=[O:5])[N:6]1[CH:7]([CH2:42][CH3:43])[CH2:8][CH:9]([NH:18][c:19]2[n:20][cH:21][c:22]([CH2:40][O:41][CH2:47][CH2:48][O:49][CH:50]3[O:51][CH2:52][CH2:53][CH2:54][CH2:55]3)[c:23]([CH2:25][c:26]3[cH:27][c:28]([C:36]([F:37])([F:38])[F:39])[cH:29][c:30]([C:32]([F:33])([F:34])[F:35])[cH:31]3)[n:24]2)[c:10]2[n:11][c:12]([O:16][CH3:17])[cH:13][cH:14][c:15]21. Reactants: CC#N, CCOCC, CCO, FC(F)(F)C1CO1, c1ccc(Oc2cccc(NCc3cccc(C4CCCO4)c3)c2)cc1. Yields the product OC(CN(Cc1cccc(C2CCCO2)c1)c1cccc(Oc2ccccc2)c1)C(F)(F)F. Reaction SMILES: [CH3:1][C:2]#[N:3].[CH3:37][CH2:38][O:39][CH2:40][CH3:41].[CH3:42][CH2:43][OH:44].[F:30][C:31]([CH:32]1[CH2:33][O:34]1)([F:35])[F:36].[O:4]([c:5]1[cH:6][cH:7][cH:8][cH:9][cH:10]1)[c:11]1[cH:12][c:13]([NH:17][CH2:18][c:19]2[cH:20][c:21]([CH:25]3[O:26][CH2:27][CH2:28][CH2:29]3)[cH:22][cH:23][cH:24]2)[cH:14][cH:15][cH:16]1>>[O:4]([c:5]1[cH:6][cH:7][cH:8][cH:9][cH:10]1)[c:11]1[cH:12][c:13]([N:17]([CH2:18][c:19]2[cH:20][c:21]([CH:25]3[O:26][CH2:27][CH2:28][CH2:29]3)[cH:22][cH:23][cH:24]2)[CH2:33][CH:32]([C:31]([F:30])([F:35])[F:36])[OH:34])[cH:14][cH:15][cH:16]1.